From a dataset of the Open Reaction Database (ORD), a public repository of structured organic reaction records. describe an organic reaction: reactants, conditions, products, and yield Reactants: CN(C)C=O, [H-], CI, [Na+], CC(C)(C)OC(=O)NC1CCCNC1=O, O. Yields the product CN1CCCC(NC(=O)OC(C)(C)C)C1=O. As a reaction SMILES: [CH3:21][N:22]([CH3:23])[CH:24]=[O:25].[H-:16].[I:18][CH3:19].[Na+:17].[O:1]=[C:2]1[NH:3][CH2:4][CH2:5][CH2:6][CH:7]1[NH:8][C:9]([O:10][C:11]([CH3:12])([CH3:13])[CH3:14])=[O:15].[OH2:20]>>[O:1]=[C:2]1[N:3]([CH3:19])[CH2:4][CH2:5][CH2:6][CH:7]1[NH:8][C:9]([O:10][C:11]([CH3:12])([CH3:13])[CH3:14])=[O:15].